This data is from the Open Reaction Database (ORD), a public repository of structured organic reaction records. The task is: describe an organic reaction: reactants, conditions, products, and yield Reactants: 804, diethyl 2-(cyclohexylamino)-vinyl-phosphate, O1CCCC1 (tetrahydrofuran), O.O.C(C(=O)O)(=O)O (oxalic acid dihydrate), ice, [H-].[Na+] (sodium hydride), O1CCCC1 (tetrahydrofuran), FC1=CC=C(C=C1)C1=C(C(=NC(=C1C=O)C(C)C)OC)COC (4-(4-Fluorophenyl)-6-isopropyl-2-methoxy-3-methoxymethyl-pyridine-5-carbaldehyde), O1CCCC1 (tetrahydrofuran). The solvent is O (water). Run at time 30 minute. Yields the product FC1=CC=C(C=C1)C1=C(C(=NC(=C1/C=C/C=O)C(C)C)OC)COC ((E)-3-[4-(4-Fluorophenyl)-6-isopropyl-2-methoxy-3-methoxymethyl-pyridin-5-yl]-prop-2-enal). Reaction SMILES: [H-].[Na+].[F:3][C:4]1[CH:9]=[CH:8][C:7]([C:10]2[C:15](C=O)=[C:14]([CH:18]([CH3:20])[CH3:19])[N:13]=[C:12]([O:21][CH3:22])[C:11]=2[CH2:23][O:24][CH3:25])=[CH:6][CH:5]=1.O.O.C(O)(=O)C(O)=O.[O:34]1C[CH2:37][CH2:36][CH2:35]1>O>[F:3][C:4]1[CH:9]=[CH:8][C:7]([C:10]2[C:15](/[CH:37]=[CH:36]/[CH:35]=[O:34])=[C:14]([CH:18]([CH3:20])[CH3:19])[N:13]=[C:12]([O:21][CH3:22])[C:11]=2[CH2:23][O:24][CH3:25])=[CH:6][CH:5]=1 |f:0.1,3.4.5|. Procedure details: 804 (3.1 mmol) of diethyl 2-(cyclohexylamino)-vinyl-phosphate dissolved in 6 ml of dry tetrahydrofuran are added dropwise under nitrogen to a suspension of 59 mg (2.5 mmol) of sodium hydride in 6 ml of dry tetrahydrofuran at -5° C. After 30 min, 0.65 g (2.05 mmol) of the compound from Example 9 in 15 ml of dry tetrahydrofuran is added dropwise at the same temperature and the mixture is heated to reflux for 30 min. After cooling to room temperature, the mixture is added to 200 ml of ice-cold wate... The solvent is CCOCC (ether). Yields the product OC[C@H]1[C@H](CC[C@H]1C)C(CO)=C (2-[(1S, 2R, 3R)-2-(hydroxymethyl)-3-methylcyclopent-1-yl]-2-propen-1-ol). Isolated yield 57.2%. Reaction SMILES: [H-].[Al+3].[Li+].[H-].[H-].[H-].O1CCCC1.C([O:15][C@H:16]1[C@@H:21]2[C@H:22]([CH3:25])[CH2:23][CH2:24][C@@H:20]2[C:19]([C:26](OC)=O)=[CH:18][O:17]1)(=O)C.[OH-].[Na+]>CCOCC>[OH:15][CH2:16][C@@H:21]1[C@H:22]([CH3:25])[CH2:23][CH2:24][C@@H:20]1[C:19](=[CH2:26])[CH2:18][OH:17] |f:0.1.2.3.4.5,8.9|. Procedure: 8.0 g (0.21 mol) of lithium aluminum hydride was suspended in 100 mι of anhydrous tetrahydrofuran, and 150 mι of an anhydrous tetrahydrofuran solution of methyl (1S, 4aS, 7R, 7aR)-1-acetoxy-7-methyl-1, 4a, 5, 6, 7, 7a-hexahydrocyclopenta[c]pyran-4-carboxylate obtained in Definite Example 52 (14.5 g, 0.057 mol) was added dropwise while being cooled by ice and stirred. The temperature was returned to room temperature and the reaction mixture was stirred for 3 hours. After 300 mι of ether was added... The reactants are Example 52, [H-].[Al+3].[Li+].[H-].[H-].[H-] (lithium aluminum hydride), C(C)(=O)O[C@@H]1OC=C([C@@H]2[C@H]1[C@@H](CC2)C)C(=O)OC (methyl (1S, 4aS, 7R, 7aR)-1-acetoxy-7-methyl-1, 4a, 5, 6, 7, 7a-hexahydrocyclopenta[c]pyran-4-carboxylate), O1CCCC1 (tetrahydrofuran), O1CCCC1 (tetrahydrofuran), [OH-].[Na+] (sodium hydroxide). Reactants: C(C)OC(CC(=O)NC1=C(C=C(C=C1C(F)(F)F)Cl)C#CC1=C(C=CC=C1)Cl)=O (N-[4-chloro-2-(2-chloro-phenylethynyl)-6-trifluoromethyl-phenyl]-malonamic acid ethyl ester), [H-].[Na+] (NaH), solid. Run in CS(=O)C (DMSO). The product is C(C)OC(=O)C=1C(NC2=C(C=C(C=C2C1CC1=C(C=CC=C1)Cl)Cl)C(F)(F)F)=O (6-Chloro-4-(2-chloro-benzyl)-2-oxo-8-trifluoromethyl-1,2-dihydro-quinoline-3-carboxylic acid ethyl ester). As a reaction SMILES: [CH2:1]([O:3][C:4](=[O:29])[CH2:5][C:6]([NH:8][C:9]1[C:14]([C:15]([F:18])([F:17])[F:16])=[CH:13][C:12]([Cl:19])=[CH:11][C:10]=1[C:20]#[C:21][C:22]1[CH:27]=[CH:26][CH:25]=[CH:24][C:23]=1[Cl:28])=[O:7])[CH3:2].[H-].[Na+]>CS(C)=O>[CH2:1]([O:3][C:4]([C:5]1[C:6](=[O:7])[NH:8][C:9]2[C:10]([C:20]=1[CH2:21][C:22]1[CH:27]=[CH:26][CH:25]=[CH:24][C:23]=1[Cl:28])=[CH:11][C:12]([Cl:19])=[CH:13][C:14]=2[C:15]([F:17])([F:18])[F:16])=[O:29])[CH3:2] |f:1.2|. Procedure: The title compound was prepared in analogy to example 29 step B from N-[4-chloro-2-(2-chloro-phenylethynyl)-6-trifluoromethyl-phenyl]-malonamic acid ethyl ester (1 g, 2.25 mmol) and NaH (140 mg, 3.38 mmol) in DMSO (10 ml). Off white solid (450 mg, 45%). LC-MS (ESI): 444 (M+H)+. RXN SMILES: [CH3:1][N:2]([CH3:7])[CH2:3][CH2:4][NH:5][CH3:6].C(=O)([O-])[O-].[K+].[K+].[N+:14]([C:17]1[CH:22]=[CH:21][C:20](F)=[CH:19][CH:18]=1)([O-:16])=[O:15].CN(C)C=O>O>[CH3:1][N:2]([CH3:7])[CH2:3][CH2:4][N:5]([CH3:6])[C:20]1[CH:21]=[CH:22][C:17]([N+:14]([O-:16])=[O:15])=[CH:18][CH:19]=1 |f:1.2.3|. Product: CN(CCN(C1=CC=C(C=C1)[N+](=O)[O-])C)C (N,N,N′-Trimethyl-N′-(4-nitrophenyl)ethane-1,2-diamine). Run in O (water). Conditions: time 72 hour. Reported procedure: A mixture of N,N,N′-trimethylethane-1,2-diamine (2.17 g), potassium carbonate (3.0 g), 4-nitrofluorobenzene and dimethylformamide (30 ml) was stirred for 72 hours. The reaction mixture was diluted with water and extracted with ethyl acetate. The organic phase was washed with water and saturated brine, dried and concentrated. The product with the molecular weight of 223.28 (C11H17N3O2); MS (ESI): 224 ([M+H]+), was obtained in this way. Starting materials: CN(CCNC)C (N,N,N′-trimethylethane-1,2-diamine), C([O-])([O-])=O.[K+].[K+] (potassium carbonate), [N+](=O)([O-])C1=CC=C(C=C1)F (4-nitrofluorobenzene), CN(C=O)C (dimethylformamide). Reactants: CC(=O)O, O=C(O)CCC(O)c1ccc(-c2ccc(F)cc2)cc1, I, [Na+], [Na], O, O=S([O-])O. Product: O=C(O)CCCc1ccc(-c2ccc(F)cc2)cc1. Reaction SMILES: [CH3:28][C:29](=[O:30])[OH:31].[F:2][c:3]1[cH:4][cH:5][c:6](-[c:9]2[cH:10][cH:11][c:12]([CH:15]([CH2:16][CH2:17][C:18](=[O:19])[OH:20])[OH:21])[cH:13][cH:14]2)[cH:7][cH:8]1.[IH:22].[Na+:27].[Na:1].[OH2:32].[S:23](=[O:24])([OH:25])[O-:26]>>[F:2][c:3]1[cH:4][cH:5][c:6](-[c:9]2[cH:10][cH:11][c:12]([CH2:15][CH2:16][CH2:17][C:18](=[O:19])[OH:20])[cH:13][cH:14]2)[cH:7][cH:8]1. The reactants are COC=1C=C2CCC(C(C2=CC1)=O)C/C=C/C=O ((E)-4-(6-methoxy-1-oxo-tetralin-2-yl)but-2-enal), FC(C1=C(C=CC=C1)CN/C=C/C(C)=O)(F)F ((E)-4-[[2-(trifluoromethyl)phenyl]methylamino]but-3-en-2-one). The product is C(C)(=O)C1=CN(C=CC1CC1C(C2=CC=C(C=C2CC1)OC)=O)CC1=C(C=CC=C1)C(F)(F)F (2-[[3-acetyl-1-[[2-(trifluoromethyl)phenyl]methyl]-4H-pyridin-4-yl]methyl]-6-methoxy-tetralin-1-one). Reaction SMILES: [CH3:1][O:2][C:3]1[CH:4]=[C:5]2[C:10](=[CH:11][CH:12]=1)[C:9](=[O:13])[CH:8]([CH2:14]/[CH:15]=[CH:16]/[CH:17]=O)[CH2:7][CH2:6]2.[F:19][C:20]([F:35])([F:34])[C:21]1[CH:26]=[CH:25][CH:24]=[CH:23][C:22]=1[CH2:27][NH:28]/[CH:29]=[CH:30]/[C:31](=[O:33])[CH3:32]>>[C:31]([C:30]1[CH:15]([CH2:14][CH:8]2[CH2:7][CH2:6][C:5]3[C:10](=[CH:11][CH:12]=[C:3]([O:2][CH3:1])[CH:4]=3)[C:9]2=[O:13])[CH:16]=[CH:17][N:28]([CH2:27][C:22]2[CH:23]=[CH:24][CH:25]=[CH:26][C:21]=2[C:20]([F:34])([F:35])[F:19])[CH:29]=1)(=[O:33])[CH3:32]. Procedure: The title compound 67 is prepared according to the procedure reported in step D of Example 8 with aldehyde 54 (100 mg, 0.41 mmol) and enamine 68 (90 mg, 0.37 mmol) as reactants. Purification by column chromatography on SiO2 (Petroleum Ether/EtOAc=2:1) afford the title compound 67 as a yellow oil. (Yield 35 mg, 20%). The reactants are C(CC(O)(C(=O)[O-])CC(=O)[O-])(=O)[O-] (citrate), CN(C1(CCC(CC1)CCNC(=S)NCCC1=CNC2=CC=CC=C12)C1=CC=CC=C1)C (1-[2-(4-dimethylamino-4-phenylcyclohexyl)ethyl]-3-[2-(1H-indol-3-yl)ethyl]thiourea), C(CC(O)(C(=O)O)CC(=O)O)(=O)O (citric acid). The solvent is C(C)O (ethanol), C(C)O (ethanol). Run at temperature 5 celsius, time 4 hour. Yields the product C(CC(O)(C(=O)O)CC(=O)O)(=O)O.CN(C1(CCC(CC1)CCNC(=S)NCCC1=CNC2=CC=CC=C12)C1=CC=CC=C1)C (1-[2-(4-dimethylamino-4-phenylcyclohexyl)ethyl]-3-[2-(1H-indol-3-yl)-ethyl]thiourea citrate). Reaction SMILES: [C:1]([O-:13])(=[O:12])[CH2:2][C:3]([CH2:8][C:9]([O-:11])=[O:10])([C:5]([O-:7])=[O:6])[OH:4].[CH3:14][N:15]([CH3:45])[C:16]1([C:39]2[CH:44]=[CH:43][CH:42]=[CH:41][CH:40]=2)[CH2:21][CH2:20][CH:19]([CH2:22][CH2:23][NH:24][C:25]([NH:27][CH2:28][CH2:29][C:30]2[C:38]3[C:33](=[CH:34][CH:35]=[CH:36][CH:37]=3)[NH:32][CH:31]=2)=[S:26])[CH2:18][CH2:17]1.C(O)(=O)CC(CC(O)=O)(C(O)=O)O>C(O)C>[C:1]([OH:13])(=[O:12])[CH2:2][C:3]([CH2:8][C:9]([OH:11])=[O:10])([C:5]([OH:7])=[O:6])[OH:4].[CH3:45][N:15]([CH3:14])[C:16]1([C:39]2[CH:40]=[CH:41][CH:42]=[CH:43][CH:44]=2)[CH2:21][CH2:20][CH:19]([CH2:22][CH2:23][NH:24][C:25]([NH:27][CH2:28][CH2:29][C:30]2[C:38]3[C:33](=[CH:34][CH:35]=[CH:36][CH:37]=3)[NH:32][CH:31]=2)=[S:26])[CH2:18][CH2:17]1 |f:4.5|. Procedure details: In order to produce the citrate, the more polar diastereoisomer of 1-[2-(4-dimethylamino-4-phenylcyclohexyl)ethyl]-3-[2-(1H-indol-3-yl)ethyl]thiourea (330 mg, 0.71 mmole) was dissolved in hot ethanol (4 ml) and combined with a likewise hot solution of citric acid (137 mg, 0.71 mmole) in ethanol (1 ml). After cooling to approx. 5° C., the batch was left to stand for 4 h. Since no solid precipitated out, the ethanol was removed by distillation. The more polar diastereoisomer of 1-[2-(4-dimethylami...